Task: describe an organic reaction: reactants, conditions, products, and yield. Dataset: the Open Reaction Database (ORD), a public repository of structured organic reaction records Starting materials: COC=1N=CC=C2C1N(C=C2C2=C(N)C=CC(=C2)S(=O)(=O)C)C (2-(7-methoxy-1-methyl-1H-pyrrolo[2,3-c]pyridin-3-yl)-4-(methylsulfonyl)aniline), C1(CCCC1)C=O (cyclopentanecarbaldehyde). The solvent is ClC(C)Cl.C(C)(=O)O (dichloroethane acetic acid). The product is C1(CCCC1)CNC1=C(C=C(C=C1)S(=O)(=O)C)C1=CN(C2=C(N=CC=C21)OC)C (N-(cyclopentylmethyl)-2-(7-methoxy-1-methyl-1H-pyrrolo[2,3-c]pyridin-3-yl)-4-(methylsulfonyl)aniline). Yield: 30.6%. RXN SMILES: [CH3:1][O:2][C:3]1[N:4]=[CH:5][CH:6]=[C:7]2[C:11]([C:12]3[CH:18]=[C:17]([S:19]([CH3:22])(=[O:21])=[O:20])[CH:16]=[CH:15][C:13]=3[NH2:14])=[CH:10][N:9]([CH3:23])[C:8]=12.[CH:24]1([CH:29]=O)[CH2:28][CH2:27][CH2:26][CH2:25]1>ClC(Cl)C.C(O)(=O)C>[CH:24]1([CH2:29][NH:14][C:13]2[CH:15]=[CH:16][C:17]([S:19]([CH3:22])(=[O:21])=[O:20])=[CH:18][C:12]=2[C:11]2[C:7]3[C:8](=[C:3]([O:2][CH3:1])[N:4]=[CH:5][CH:6]=3)[N:9]([CH3:23])[CH:10]=2)[CH2:28][CH2:27][CH2:26][CH2:25]1 |f:2.3|. Procedure details: The product from Example 44A (55 mg, 0.166 mmol) and cyclopentanecarbaldehyde (58.64 mg, 0.597 mmol) in dichloroethane/acetic acid (1:1, 1 mL) was heated in a sealed tube at 60° C. for 24 hours, cooled, and concentrated. Purification by reverse phase HPLC (C18, CH3CN/water (0.1% TFA), 10-100%) afforded the title compound (0.021 g, 31%). Reactants: COC=1C=C2C(=CC=NC2=CC1OC)OC1=CC=C(OCC(=O)O)C=C1 (2-{4-[(6,7-Dimethoxy-4-quinolyl)oxy]phenoxy}acetic acid), NC1=CC=C(C=C1)C (p-Toluidine), C(O)([O-])=O.[Na+] (sodium hydrogencarbonate), CCN=C=NCCCN(C)C.Cl (WSC.HCl), C=1C=CC2=C(C1)N=NN2O (HOBT). Solvent: C(Cl)(Cl)Cl (chloroform), O (H2O). Product: CC1=CC=C(C=C1)NC(COC1=CC=C(C=C1)OC1=CC=NC2=CC(=C(C=C12)OC)OC)=O (N1-(4-Methylphenyl)-2-{4-[(6,7-dimethoxy-4-quinolyl)oxy]phenoxy}acetamide). Isolated yield 41.0%. Reaction SMILES: [CH3:1][O:2][C:3]1[CH:4]=[C:5]2[C:10](=[CH:11][C:12]=1[O:13][CH3:14])[N:9]=[CH:8][CH:7]=[C:6]2[O:15][C:16]1[CH:26]=[CH:25][C:19]([O:20][CH2:21][C:22](O)=[O:23])=[CH:18][CH:17]=1.CCN=C=NCCCN(C)C.Cl.C1C=CC2N(O)N=NC=2C=1.[NH2:49][C:50]1[CH:55]=[CH:54][C:53]([CH3:56])=[CH:52][CH:51]=1.C(=O)([O-])O.[Na+]>C(Cl)(Cl)Cl.O>[CH3:56][C:53]1[CH:54]=[CH:55][C:50]([NH:49][C:22](=[O:23])[CH2:21][O:20][C:19]2[CH:25]=[CH:26][C:16]([O:15][C:6]3[C:5]4[C:10](=[CH:11][C:12]([O:13][CH3:14])=[C:3]([O:2][CH3:1])[CH:4]=4)[N:9]=[CH:8][CH:7]=3)=[CH:17][CH:18]=2)=[CH:51][CH:52]=1 |f:1.2,5.6|. Procedure details: 2-{4-[(6,7-Dimethoxy-4-quinolyl)oxy]phenoxy}acetic acid (150 mg), WSC.HCl (122 mg), and HOBT.H2O (86 mg) were dissolved in chloroform (5 ml) to prepare a solution. p-Toluidine (0.055 ml) was then added to the solution, and the mixture was heated under reflux for 3 hr. A saturated aqueous sodium hydrogencarbonate solution was added to the reaction solution, and the mixture was extracted with chloroform. The chloroform layer was washed with 1 N hydrochloric acid, water, and saturated brine and was... Reactants: ClCCl, COc1nc(-c2ccc(Cl)cc2)c(-c2ccccc2)cc1C(=O)O, O=C(Cl)C(=O)Cl, CN(C)C=O. Reaction SMILES: [CH2:36]([Cl:37])[Cl:38].[CH3:1][O:2][c:3]1[n:4][c:5](-[c:18]2[cH:19][cH:20][c:21]([Cl:24])[cH:22][cH:23]2)[c:6](-[c:12]2[cH:13][cH:14][cH:15][cH:16][cH:17]2)[cH:7][c:8]1[C:9](=[O:10])[OH:11].[Cl:30][C:31]([C:32]([Cl:33])=[O:34])=[O:35].[O:25]=[CH:26][N:27]([CH3:28])[CH3:29]>>[CH3:1][O:2][c:3]1[n:4][c:5](-[c:18]2[cH:19][cH:20][c:21]([Cl:24])[cH:22][cH:23]2)[c:6](-[c:12]2[cH:13][cH:14][cH:15][cH:16][cH:17]2)[cH:7][c:8]1[C:9](=[O:10])[Cl:30]. The product is COc1nc(-c2ccc(Cl)cc2)c(-c2ccccc2)cc1C(=O)Cl. Starting materials: C(CCCCCCC)[Si](CC=C)(CC=C)CC=C (n-octyltriallylsilane), Cl[SiH](Cl)Cl (trichlorosilane). The reagents and catalysts are C/C(=C/C(=O)C)/[O-].C/C(=C/C(=O)C)/[O-].[Pt+2] (platinum acetylacetonate). Run at temperature 40 celsius, time 12 day. Product: C(CCCCCCC)[Si](CCC[Si](Cl)(Cl)Cl)(CCC[Si](Cl)(Cl)Cl)CCC[Si](Cl)(Cl)Cl (n-octyl-tris-[3-(trichlorosilyl)propyl]silane). Isolated yield 74.1%. RXN SMILES: [CH2:1]([Si:9]([CH2:16][CH:17]=[CH2:18])([CH2:13][CH:14]=[CH2:15])[CH2:10][CH:11]=[CH2:12])[CH2:2][CH2:3][CH2:4][CH2:5][CH2:6][CH2:7][CH3:8].[Cl:19][SiH:20]([Cl:22])[Cl:21]>C/C(/[O-])=C/C(C)=O.C/C(/[O-])=C/C(C)=O.[Pt+2]>[CH2:1]([Si:9]([CH2:16][CH2:17][CH2:18][Si:20]([Cl:22])([Cl:21])[Cl:19])([CH2:10][CH2:11][CH2:12][Si:20]([Cl:22])([Cl:21])[Cl:19])[CH2:13][CH2:14][CH2:15][Si:20]([Cl:22])([Cl:21])[Cl:19])[CH2:2][CH2:3][CH2:4][CH2:5][CH2:6][CH2:7][CH3:8] |f:2.3.4|. Procedure details: In an inert atmosphere enclosure, into a 200 Ml glass ampoule equipped with a Teflon/glass valve and magnetic stirring bar were added platinum acetylacetonate (0.04 g, 0.1 mmol) and n-octyltriallylsilane (20.0 g, 75.6 mmol). Subsequently, trichlorosilane (87.17 g, 643.5 mmol) was distilled into the ampoule using a vacuum line transfer system. The ampoule was placed in an oil bath and heated slowly to 40° C., at which temperature it was kept for 12 days. The excess trichlorosilane was removed in ... Starting materials: C(C1=CC=CC=C1)OC1=CC=C(C(=O)NN)C=C1 ((4-benzyloxy benzoyl) hydrazine), C(C=C)#N (acrylonitrile), C(CC)O (1-propanol), C(C=C)#N (acrylonitrile). Yields the product C(C1=CC=CC=C1)OC1=CC=C(C=C1)C1=NN(C(O1)=O)CCC#N (5-(4-benzyloxy phenyl) 3-(2-cyano ethyl) 3H-1,3,4-oxadiazole 2-one). Isolated yield 88.0%. As a reaction SMILES: [CH2:1]([O:8][C:9]1[CH:18]=[CH:17][C:12]([C:13]([NH:15][NH2:16])=[O:14])=[CH:11][CH:10]=1)[C:2]1[CH:7]=[CH:6][CH:5]=[CH:4][CH:3]=1.[C:19](#[N:22])[CH:20]=[CH2:21].[CH2:23]([OH:26])CC>>[CH2:1]([O:8][C:9]1[CH:10]=[CH:11][C:12]([C:13]2[O:14][C:23](=[O:26])[N:16]([CH2:21][CH2:20][C:19]#[N:22])[N:15]=2)=[CH:17][CH:18]=1)[C:2]1[CH:3]=[CH:4][CH:5]=[CH:6][CH:7]=1. Procedure: To a solution of 100 mmoles of (4-benzyloxy benzoyl) hydrazine in 200 ml of 1-propanol, 100 mmoles of acrylonitrile are added and the mixture is heated for 24 hours at reflux. Then 50 mmoles of acrylonitrile are added and the heating is continued at reflux for 24 hours. After cooling, the product is filtered and crystallized in a water-ethanol mixture and 26 g (yield: 88%) of the expected product were obtained.